From a dataset of the Open Reaction Database (ORD), a public repository of structured organic reaction records. describe an organic reaction: reactants, conditions, products, and yield The reactants are IC=1C(NC(NC1)=O)=O (5-iodouracil), C[O-].[Na+] (sodium methoxide), ClC1=NC=C(C(=N1)Cl)I (2,4-dichloro-5-iodopyrimidine), P(=O)(Cl)(Cl)Cl (phosphorus oxychloride). The product is COC1=NC=C(C(=N1)OC)I (2,4-dimethoxy-5-iodopyrimidine). As a reaction SMILES: IC1C(=O)N[C:5](=[O:8])NC=1.Cl[C:11]1[N:16]=[C:15](Cl)[C:14]([I:18])=[CH:13][N:12]=1.P(Cl)(Cl)(Cl)=O.[CH3:24][O-:25].[Na+]>>[CH3:5][O:8][C:11]1[N:16]=[C:15]([O:25][CH3:24])[C:14]([I:18])=[CH:13][N:12]=1 |f:3.4|. Procedure details: As illustrated in Scheme 2, 5-iodouracil was converted to 2,4-dichloro-5-iodopyrimidine with phosphorus oxychloride, which on treatment with sodium methoxide yielded 2,4-dimethoxy-5-iodopyrimidine (2a). The latter was coupled with trimethylsilylacetylene in the presence of (Ph3P)2PdCl2 /CuI, Et3N in CH2Cl2 to give 3a, followed by deprotection of the trimethylsilyl group with n-Bu4NF to give 2,4-dimethoxy-5-ethynylpyrimidine (4a). The coupling of decaborane with the alkyne was first conducted at ... Starting materials: CCO, CCOC(=O)COc1cccc(C2=C(Cc3nc(-c4ccccc4)c(-c4ccccc4)o3)CCC2)c1. The product is CCOC(=O)COc1cccc(C2CCCC2Cc2nc(-c3ccccc3)c(-c3ccccc3)o2)c1. As a reaction SMILES: [CH3:37][CH2:38][OH:39].[c:1]1(-[c:7]2[n:8][c:9]([CH2:18][C:19]3=[C:20]([c:24]4[cH:25][c:26]([O:27][CH2:28][C:29](=[O:30])[O:31][CH2:32][CH3:33])[cH:34][cH:35][cH:36]4)[CH2:21][CH2:22][CH2:23]3)[o:10][c:11]2-[c:12]2[cH:13][cH:14][cH:15][cH:16][cH:17]2)[cH:2][cH:3][cH:4][cH:5][cH:6]1>>[c:1]1(-[c:7]2[n:8][c:9]([CH2:18][CH:19]3[CH:20]([c:24]4[cH:25][c:26]([O:27][CH2:28][C:29](=[O:30])[O:31][CH2:32][CH3:33])[cH:34][cH:35][cH:36]4)[CH2:21][CH2:22][CH2:23]3)[o:10][c:11]2-[c:12]2[cH:13][cH:14][cH:15][cH:16][cH:17]2)[cH:2][cH:3][cH:4][cH:5][cH:6]1. Reactants: S(=O)(=O)(C1=CC=C(C)C=C1)N1C=CC2=C1N=CN=C2N2CC(CCC2)=O (1-(7-tosyl-7H-pyrrolo[2,3-d]pyrimidin-4-yl)piperidin-3-one), C(C1=CC=CC=C1)N (benzylamine), CC(=O)O (AcOH), [BH3-]C#N.[Na+] (NaBH3CN). Run in CO (MeOH), O (water). Run at time 16 hour. Yields the product C(C1=CC=CC=C1)NC1CN(CCC1)C=1C2=C(N=CN1)N(C=C2)S(=O)(=O)C2=CC=C(C)C=C2 (N-benzyl-1-(7-tosyl-7H-pyrrolo[2,3-d]pyrimidin-4-yl)piperidin-3-amine). RXN SMILES: [S:1]([N:11]1[C:15]2[N:16]=[CH:17][N:18]=[C:19]([N:20]3[CH2:25][CH2:24][CH2:23][C:22](=O)[CH2:21]3)[C:14]=2[CH:13]=[CH:12]1)([C:4]1[CH:10]=[CH:9][C:7]([CH3:8])=[CH:6][CH:5]=1)(=[O:3])=[O:2].[CH2:27]([NH2:34])[C:28]1[CH:33]=[CH:32][CH:31]=[CH:30][CH:29]=1.CC(O)=O.[BH3-]C#N.[Na+]>CO.O>[CH2:27]([NH:34][CH:22]1[CH2:23][CH2:24][CH2:25][N:20]([C:19]2[C:14]3[CH:13]=[CH:12][N:11]([S:1]([C:4]4[CH:10]=[CH:9][C:7]([CH3:8])=[CH:6][CH:5]=4)(=[O:3])=[O:2])[C:15]=3[N:16]=[CH:17][N:18]=2)[CH2:21]1)[C:28]1[CH:33]=[CH:32][CH:31]=[CH:30][CH:29]=1 |f:3.4|. Procedure details: To a solution of 1-(7-tosyl-7H-pyrrolo[2,3-d]pyrimidin-4-yl)piperidin-3-one (75 mg, 0.2 mmol) and benzylamine (25 μL, 0.22 mmol) in MeOH (3 mL) was added AcOH (20 μL, 0.4 mmol) and NaBH3CN (32 mg, 0.5 mmol). The solution was stirred at rt for 16 hr after which time the solvent was removed in vacuo to afford a residue which was diluted with water and extracted with EtOAc. The organic phase was separated, washed with aq. NaHCO3 and water, dried (Na2SO4) and concentrated in vacuo to afford a residu... Starting materials: COC(=O)c1ccc(-c2ccc(C#N)cn2)cn1, [Li+], C1CCOC1, [OH-], O. The product is N#Cc1ccc(-c2ccc(C(=O)O)nc2)nc1. Reaction SMILES: [C:1](#[N:2])[c:3]1[cH:4][cH:5][c:6](-[c:9]2[cH:10][n:11][c:12]([C:15](=[O:16])[O:17][CH3:18])[cH:13][cH:14]2)[n:7][cH:8]1.[Li+:21].[O:22]1[CH2:23][CH2:24][CH2:25][CH2:26]1.[OH-:20].[OH2:19]>>[C:1](#[N:2])[c:3]1[cH:4][cH:5][c:6](-[c:9]2[cH:10][n:11][c:12]([C:15](=[O:16])[OH:17])[cH:13][cH:14]2)[n:7][cH:8]1. Yields the product CCOc1ccc(-c2cc3c4c(c2)C2CN(C(=O)OC(C)(C)C)CCC2N4CC3)c(C(F)(F)F)c1. Starting materials: CC(C)(C)OC(=O)N1CCC2C(C1)c1cc(Br)cc3c1N2CC3, CCOc1ccc(B(O)O)c(C(F)(F)F)c1, COCCOC, O, c1ccc(P(c2ccccc2)(c2ccccc2)[Pd](P(c2ccccc2)(c2ccccc2)c2ccccc2)(P(c2ccccc2)(c2ccccc2)c2ccccc2)P(c2ccccc2)(c2ccccc2)c2ccccc2)cc1. RXN SMILES: [C:1]([CH3:2])([CH3:3])([CH3:4])[O:5][C:6](=[O:7])[N:8]1[CH2:9][CH:10]2[CH:11]([N:12]3[c:13]4[c:14]([cH:15][c:16]([Br:19])[cH:17][c:18]42)[CH2:20][CH2:21]3)[CH2:22][CH2:23]1.[CH2:24]([CH3:25])[O:26][c:27]1[cH:28][c:29]([C:36]([F:37])([F:38])[F:39])[c:30]([B:33]([OH:34])[OH:35])[cH:31][cH:32]1.[CH3:40][O:41][CH2:42][CH2:43][O:44][CH3:45].[OH2:46].[cH:47]1[cH:48][cH:49][c:50]([P:51]([Pd:52]([P:53]([c:54]2[cH:55][cH:56][cH:57][cH:58][cH:59]2)([c:60]2[cH:61][cH:62][cH:63][cH:64][cH:65]2)[c:66]2[cH:67][cH:68][cH:69][cH:70][cH:71]2)([P:72]([c:73]2[cH:74][cH:75][cH:76][cH:77][cH:78]2)([c:79]2[cH:80][cH:81][cH:82][cH:83][cH:84]2)[c:85]2[cH:86][cH:87][cH:88][cH:89][cH:90]2)[P:91]([c:92]2[cH:93][cH:94][cH:95][cH:96][cH:97]2)([c:98]2[cH:99][cH:100][cH:101][cH:102][cH:103]2)[c:104]2[cH:105][cH:106][cH:107][cH:108][cH:109]2)([c:110]2[cH:111][cH:112][cH:113][cH:114][cH:115]2)[c:116]2[cH:117][cH:118][cH:119][cH:120][cH:121]2)[cH:122][cH:123]1>>[C:1]([CH3:2])([CH3:3])([CH3:4])[O:5][C:6](=[O:7])[N:8]1[CH2:9][CH:10]2[CH:11]([N:12]3[c:13]4[c:14]([cH:15][c:16](-[c:30]5[c:29]([C:36]([F:37])([F:38])[F:39])[cH:28][c:27]([O:26][CH2:24][CH3:25])[cH:32][cH:31]5)[cH:17][c:18]42)[CH2:20][CH2:21]3)[CH2:22][CH2:23]1.